Task: describe an organic reaction: reactants, conditions, products, and yield. Dataset: the Open Reaction Database (ORD), a public repository of structured organic reaction records Starting materials: BrCC1=CC=C(C=C1)OC(F)(F)F (1-(bromomethyl)-4-(trifluoromethoxy)benzene), O (Water), N1C(CCCC1=O)=O (piperidine-2,6-dione), [OH-].[K+] (KOH). Solvent: CN(C)C=O (DMF), CN(C)C=O (DMF). Run at time 30 minute. The product is FC(OC1=CC=C(CN2C(CCCC2=O)=O)C=C1)(F)F (1-(4-(trifluoromethoxy)benzyl)piperidine-2,6-dione). As a reaction SMILES: [NH:1]1[C:6](=[O:7])[CH2:5][CH2:4][CH2:3][C:2]1=[O:8].[OH-].[K+].Br[CH2:12][C:13]1[CH:18]=[CH:17][C:16]([O:19][C:20]([F:23])([F:22])[F:21])=[CH:15][CH:14]=1.O>CN(C=O)C>[F:21][C:20]([F:22])([F:23])[O:19][C:16]1[CH:17]=[CH:18][C:13]([CH2:12][N:1]2[C:6](=[O:7])[CH2:5][CH2:4][CH2:3][C:2]2=[O:8])=[CH:14][CH:15]=1 |f:1.2|. Reported procedure: A cooled (0° C.) mixture of commercially available piperidine-2,6-dione (400 mg; 3.46 mmol; 1.0 equiv.) and KOH (213 mg; 3.81 mmol; 1.1 equiv.) in anh. DMF (3.5 ml) was stirred, under nitrogen, for 30 min., and was then treated with a solution of commercially available 1-(bromomethyl)-4-(trifluoromethoxy)benzene (956 mg; 3.63 mmol; 1.05 equiv.) in anh. DMF (1 ml). The resulting mixture was further stirred at rt, under nitrogen, for 3 days. Water was added, and the mixture was extracted with Et2O... The reactants are C(CCCCCCC)C1=CC=2CC(C3=CC(=CC=C3C2C=C1)CCCCCCCC)O (2,7-dioctyl-9,10-dihydrophenanthren-9-ol), CCN(CC)S(F)(F)F (DAST). The solvent is ClCCl (dichloromethane). Product: FC1C2=CC(=CC=C2C=2C=CC(=CC2C1)CCCCCCCC)CCCCCCCC (9-Fluoro-2,7-dioctyl-9,10-dihydrophenanthrene). As a reaction SMILES: [CH2:1]([C:9]1[CH:22]=[CH:21][C:20]2[C:19]3[C:14](=[CH:15][C:16]([CH2:23][CH2:24][CH2:25][CH2:26][CH2:27][CH2:28][CH2:29][CH3:30])=[CH:17][CH:18]=3)[CH:13](O)[CH2:12][C:11]=2[CH:10]=1)[CH2:2][CH2:3][CH2:4][CH2:5][CH2:6][CH2:7][CH3:8].CCN(S(F)(F)[F:38])CC>ClCCl>[F:38][CH:13]1[CH2:12][C:11]2[CH:10]=[C:9]([CH2:1][CH2:2][CH2:3][CH2:4][CH2:5][CH2:6][CH2:7][CH3:8])[CH:22]=[CH:21][C:20]=2[C:19]2[C:14]1=[CH:15][C:16]([CH2:23][CH2:24][CH2:25][CH2:26][CH2:27][CH2:28][CH2:29][CH3:30])=[CH:17][CH:18]=2. Procedure details: From 2,7-dioctyl-9,10-dihydrophenanthren-9-ol by reaction with DAST in abs. dichloromethane. Starting materials: BrC=1C=CC=C2C=CNC12 (7-bromoindole), ClCCCC#N (4-chlorobutyronitrile), C(C)[Mg]Br (ethylmagnesium bromide), [Cl-].[NH4+] (ammonium chloride). Solvent: C1(=CC=CC=C1)C (toluene). The product is BrC=1C=CC=C2C(=CNC12)CCCC#N (4-(7-bromo-1H-indol-3-yl)butanenitrile). RXN SMILES: [Br:1][C:2]1[CH:3]=[CH:4][CH:5]=[C:6]2[C:10]=1[NH:9][CH:8]=[CH:7]2.Cl[CH2:12][CH2:13][CH2:14][C:15]#[N:16].C([Mg]Br)C.[Cl-].[NH4+]>C1(C)C=CC=CC=1>[Br:1][C:2]1[CH:3]=[CH:4][CH:5]=[C:6]2[C:10]=1[NH:9][CH:8]=[C:7]2[CH2:12][CH2:13][CH2:14][C:15]#[N:16] |f:3.4|. Reported procedure: To an anhydrous toluene (12 mL) solution of 7-bromoindole (1.0 g) and 4-chlorobutyronitrile (0.26 g), ethylmagnesium bromide (3.0M diethyl ether solution; 1.7 mL) was added dropwise under ice cooling and the mixture was heated to reflux for 4.5 hours. To the reaction mixture, an aqueous saturated ammonium chloride solution was added under ice cooling, followed by extraction with ethyl acetate. The organic layer was washed in turn with water and saturated saline, dried over anhydrous magnesium su... Starting materials: CCc1ccc(C)nc1, CO, C[O-], CO, ClCCl, [Na+], [Na+], [OH-], O=C(OO)c1cccc(Cl)c1. The product is CCc1ccc(C=O)nc1. Reaction SMILES: [CH2:1]([CH3:2])[c:3]1[cH:4][cH:5][c:6]([CH3:9])[n:7][cH:8]1.[CH3:23][OH:24].[CH3:25][O-:26].[CH3:31][OH:32].[Cl:28][CH2:29][Cl:30].[Na+:22].[Na+:27].[OH-:21].[OH:10][O:11][C:12]([c:13]1[cH:14][c:15]([Cl:16])[cH:17][cH:18][cH:19]1)=[O:20]>>[CH2:1]([CH3:2])[c:3]1[cH:4][cH:5][c:6]([CH:9]=[O:10])[n:7][cH:8]1. Starting materials: C(C)(=O)C=1OC2=C(C1)C=CC=C2C (2-acetyl-7-methylbenzofuran), ClS(=O)(=O)O (chlorosulfonic acid). The product is C(C)(=O)C=1OC2=C(C1)C(=CC=C2C)S(=O)(=O)Cl (2-acetyl-4-chlorosulfonyl-7-methylbenzofuran). Yield: 24.0%. Reaction SMILES: [C:1]([C:4]1[O:5][C:6]2[C:12]([CH3:13])=[CH:11][CH:10]=[CH:9][C:7]=2[CH:8]=1)(=[O:3])[CH3:2].[Cl:14][S:15](O)(=[O:17])=[O:16]>>[C:1]([C:4]1[O:5][C:6]2[C:12]([CH3:13])=[CH:11][CH:10]=[C:9]([S:15]([Cl:14])(=[O:17])=[O:16])[C:7]=2[CH:8]=1)(=[O:3])[CH3:2]. Reported procedure: There was reacted 1.0 g (5.8 mmole) of 2-acetyl-7-methylbenzofuran with chlorosulfonic acid as in Example 1, yielding 0.36 g of 2-acetyl-4-chlorosulfonyl-7-methylbenzofuran (yield: 24%, MS (m/z): 232 (M+), 257, 237 and 173). The obtained chlorosulfonyl compound was reacted with glycine ethyl ester hydrochloride as in Example 1 to give an ester compound (yield: 73%, MS (m/z): 339 (M+), 266, 237 and 173), which was then hydrolyzed to give 2-acetyl-4-(N-carboxymethylsulfamoyl)-7-methylbenzofuran (y...